Dataset: the Open Reaction Database (ORD), a public repository of structured organic reaction records. Task: describe an organic reaction: reactants, conditions, products, and yield Reactants: O=C([O-])[O-], COC(C(=O)O)c1ccccc1, CS(C)=O, CC(=O)O, CCOC(C)=O, COc1cc(OCCO)c(F)c(C(Nc2ccc(C(=N)N)cc2)c2nn(-c3ncccn3)c(=O)[nH]2)c1, [K+], [K+], O, C=C(C)COC(=O)Oc1ccccc1. The product is C=C(C)COC(=O)N=C(N)c1ccc(NC(c2nn(-c3ncccn3)c(=O)[nH]2)c2cc(OC)cc(OCCO)c2F)cc1. RXN SMILES: [C:49](=[O:50])([O-:51])[O-:52].[CH3:1][O:2][CH:3]([c:4]1[cH:5][cH:6][cH:7][cH:8][cH:9]1)[C:10]([OH:11])=[O:12].[CH3:55][S:56](=[O:57])[CH3:58].[CH3:73][C:74](=[O:75])[OH:76].[CH3:78][CH2:79][O:80][C:81](=[O:82])[CH3:83].[F:13][c:14]1[c:15]([CH:26]([c:27]2[n:28][n:29](-[c:33]3[n:34][cH:35][cH:36][cH:37][n:38]3)[c:30](=[O:32])[nH:31]2)[NH:39][c:40]2[cH:41][cH:42][c:43]([C:44](=[NH:45])[NH2:46])[cH:47][cH:48]2)[cH:16][c:17]([O:24][CH3:25])[cH:18][c:19]1[O:20][CH2:21][CH2:22][OH:23].[K+:53].[K+:54].[OH2:77].[c:59]1([O:65][C:66](=[O:60])[O:67][CH2:68][C:69](=[CH2:70])[CH3:71])[cH:61][cH:62][cH:63][cH:64][cH:72]1>>[F:13][c:14]1[c:15]([CH:26]([c:27]2[n:28][n:29](-[c:33]3[n:34][cH:35][cH:36][cH:37][n:38]3)[c:30](=[O:32])[nH:31]2)[NH:39][c:40]2[cH:41][cH:42][c:43]([C:44](=[N:45][C:66](=[O:65])[O:67][CH2:68][C:69](=[CH2:70])[CH3:71])[NH2:46])[cH:47][cH:48]2)[cH:16][c:17]([O:24][CH3:25])[cH:18][c:19]1[O:20][CH2:21][CH2:22][OH:23]. The reactants are C(C)(C)[C@@H]1NC(OC1(C1=CC=CC=C1)C1=CC=CC=C1)=S ((S)-4-Isopropyl-5,5-diphenyl-oxazolidine-2-thione), C1(=CC=CC=C1)CCCCC1(OCCO1)CCCCCC/C=C/CC(=O)O ((E)-10-[2-(4-phenyl-butyl)-[1,3]dioxolan-2-yl]-dec-3-enoic acid), CN(C)C1=NC=CC=C1 (Dimethylaminopyridine), Cl.CN(CCCN=C=NCC)C (1-(3-dimethylaminopropyl)-3-ethylcarbodiimide hydrochloride), P(=O)(O)(O)[O-].[Na+] (sodium dihydrogen phosphate). Solvent: ClCCl (dichloromethane), C(C)(=O)OCC (ethyl acetate), ClCCl (dichloromethane). Run at temperature 0 celsius, time 2 hour. Product: C(C)(C)[C@@H]1N(C(OC1(C1=CC=CC=C1)C1=CC=CC=C1)=S)C(C\C=C\CCCCCCC1(OCCO1)CCCCC1=CC=CC=C1)=O ((E)-1-((S)-4-isopropyl-5,5-diphenyl-2-thioxo-oxazolidin-3-yl)-10-[2-(4-phenyl-butyl)-[1,3]dioxolan-2-yl]-dec-3-en-1-one). Yield: 53.6%. RXN SMILES: [CH:1]([C@H:4]1[C:8]([C:15]2[CH:20]=[CH:19][CH:18]=[CH:17][CH:16]=2)([C:9]2[CH:14]=[CH:13][CH:12]=[CH:11][CH:10]=2)[O:7][C:6](=[S:21])[NH:5]1)([CH3:3])[CH3:2].CN(C1C=CC=CN=1)C.Cl.CN(C)CCCN=C=NCC.[C:43]1([CH2:49][CH2:50][CH2:51][CH2:52][C:53]2([CH2:58][CH2:59][CH2:60][CH2:61][CH2:62][CH2:63]/[CH:64]=[CH:65]/[CH2:66][C:67](O)=[O:68])[O:57][CH2:56][CH2:55][O:54]2)[CH:48]=[CH:47][CH:46]=[CH:45][CH:44]=1.P([O-])(O)(O)=O.[Na+]>ClCCl.C(OCC)(=O)C>[CH:1]([C@H:4]1[C:8]([C:15]2[CH:16]=[CH:17][CH:18]=[CH:19][CH:20]=2)([C:9]2[CH:14]=[CH:13][CH:12]=[CH:11][CH:10]=2)[O:7][C:6](=[S:21])[N:5]1[C:67](=[O:68])[CH2:66]/[CH:65]=[CH:64]/[CH2:63][CH2:62][CH2:61][CH2:60][CH2:59][CH2:58][C:53]1([CH2:52][CH2:51][CH2:50][CH2:49][C:43]2[CH:44]=[CH:45][CH:46]=[CH:47][CH:48]=2)[O:57][CH2:56][CH2:55][O:54]1)([CH3:3])[CH3:2] |f:2.3,5.6|. Reported procedure: (S)-4-Isopropyl-5,5-diphenyl-oxazolidine-2-thione (412 mg, 1.39 mmol) was suspended in dichloromethane (3.3 mL), and then cooled to 0° C. in an ice bath. Dimethylaminopyridine (16 mg, 0.131 mmol) and 1-(3-dimethylaminopropyl)-3-ethylcarbodiimide hydrochloride (315 mg, 1.64 mmol) were added in this order. A solution of a commercially available reagent of (E)-10-[2-(4-phenyl-butyl)-[1,3]dioxolan-2-yl]-dec-3-enoic acid (476 mg, 1.27 mmol) in dichloromethane (3.4 mL) was then added. After stirring a... Starting materials: C1CCNC1, CC#N, CSC(=N)N[N+](=O)[O-]. The product is N=C(N[N+](=O)[O-])N1CCCC1. RXN SMILES: [CH2:9]1[CH2:10][CH2:11][NH:12][CH2:13]1.[CH3:14][C:15]#[N:16].[CH3:1][S:2][C:3]([NH:4][N+:5](=[O:6])[O-:7])=[NH:8]>>[C:3]([NH:4][N+:5](=[O:6])[O-:7])(=[NH:8])[N:12]1[CH2:11][CH2:10][CH2:9][CH2:13]1. Reactants: [Cl-].CC=1[Te]C2=C([NH+]1)C=C(C=C2)C (2,5-Dimethylbenzotellurazolium chloride), C([O-])(O)=O.[Na+] (sodium bicarbonate). The solvent is C(C)OCC (diethyl ether). Product: CC=1[Te]C2=C(N1)C=C(C=C2)C (2,5-Dimethylbenzotellurazole). Yield: 55.4%. Reaction SMILES: [Cl-].[CH3:2][C:3]1[Te:4][C:5]2[CH:11]=[CH:10][C:9]([CH3:12])=[CH:8][C:6]=2[NH+:7]=1.C(=O)(O)[O-].[Na+]>C(OCC)C>[CH3:2][C:3]1[Te:4][C:5]2[CH:11]=[CH:10][C:9]([CH3:12])=[CH:8][C:6]=2[N:7]=1 |f:0.1,2.3|. Procedure: 2,5-Dimethylbenzotellurazolium chloride (Example 14) (3.5 g) was treated in an aqueous suspension with sodium bicarbonate in excess of that stoichiometrically required. The free base product was isolated by extraction with diethyl ether and evaporation to dryness. The residue was recrystallized from ≃50 ml isopropanol to yield 1.7 g colorless needles, m.p. 126°-128° C. The reactants are C(C)(=O)N1CCC(CC1)C(C1=CC=C(C=C1)F)=O (1-acetyl-4-(4-fluorobenzoyl)piperidine), N1CCOCC1 (morpholine). Run in C(C)(=O)OCC (ethyl acetate). Conditions: temperature 100 celsius, time 24 hour. Yields the product C(C)(=O)N1CCC(CC1)C(C1=CC=C(C=C1)N1CCOCC1)=O (1-Acetyl-4-(4-morpholinobenzoyl)piperidine). RXN SMILES: [C:1]([N:4]1[CH2:9][CH2:8][CH:7]([C:10](=[O:18])[C:11]2[CH:16]=[CH:15][C:14](F)=[CH:13][CH:12]=2)[CH2:6][CH2:5]1)(=[O:3])[CH3:2].[NH:19]1[CH2:24][CH2:23][O:22][CH2:21][CH2:20]1>C(OCC)(=O)C>[C:1]([N:4]1[CH2:9][CH2:8][CH:7]([C:10](=[O:18])[C:11]2[CH:16]=[CH:15][C:14]([N:19]3[CH2:24][CH2:23][O:22][CH2:21][CH2:20]3)=[CH:13][CH:12]=2)[CH2:6][CH2:5]1)(=[O:3])[CH3:2]. Reported procedure: A mixture consisting of 3.73 g of 1-acetyl-4-(4-fluorobenzoyl)piperidine and 2.6 ml of morpholine was stirred at 100° C. for 24 hours and the reaction mixture was then dissolved in 100 ml of ethyl acetate. The solution was washed with a saturated aqueous solution of sodium hydrogen carbonate and water in that order and the organic layer was dried over anhydrous magnesium sulfate. The solvent was then removed and the residual oil was purified by silica gel column chromatography (eluent: methanol:...